This data is from the Open Reaction Database (ORD), a public repository of structured organic reaction records. The task is: describe an organic reaction: reactants, conditions, products, and yield The reactants are C1(=CC=CC=C1)C=1OC(=CC1Cl)C1=CC=CC=C1 (2,5-diphenyl-3-chlorofuran), [Cl-].[Li+] (lithium chloride), trans-di-μ-acetatobis[2-[bis(1,1-dimethylethyl)phosphino]-2-methylpropyl-C,P]dipalladium(II), N1CCCCC1 (piperidine), CC(C)(C)[O-].[K+] (KOtBu). Solvent: C1CCOC1 (THF). Conditions: time 12 hour. Yields the product C1(=CC=CC=C1)C=1OC(=CC1N1CCCCC1)C1=CC=CC=C1 (2,5-diphenyl-3-piperidinofuran). The yield is 84.0%. As a reaction SMILES: [C:1]1([C:7]2[O:8][C:9]([C:13]3[CH:18]=[CH:17][CH:16]=[CH:15][CH:14]=3)=[CH:10][C:11]=2Cl)[CH:6]=[CH:5][CH:4]=[CH:3][CH:2]=1.[NH:19]1[CH2:24][CH2:23][CH2:22][CH2:21][CH2:20]1.CC([O-])(C)C.[K+].[Cl-].[Li+]>C1COCC1>[C:1]1([C:7]2[O:8][C:9]([C:13]3[CH:18]=[CH:17][CH:16]=[CH:15][CH:14]=3)=[CH:10][C:11]=2[N:19]2[CH2:24][CH2:23][CH2:22][CH2:21][CH2:20]2)[CH:6]=[CH:5][CH:4]=[CH:3][CH:2]=1 |f:2.3,4.5|. Reported procedure: 30 mmol of 2,5-diphenyl-3-chlorofuran (7.64 g), 32 mmol of freshly distilled piperidine (3.0 g), 32 mmol of KOtBu (3.6 g), 2 mmol of lithium chloride (42.5 mg) and 44 mg of trans-di-μ-acetatobis[2-[bis(1,1-dimethylethyl)phosphino]-2-methylpropyl-C,P]dipalladium(II) (0.2 mol %) are suspended in 50 ml of THF and placed in a pressure tube under protective gas. After 12 hours at 110° C., the tube is cooled to room temperature, the salts are filtered off and washed with petroleum ether. The solvents ... Reactants: COc1cc(N)cc(OC)c1, CS(C)=O, Clc1nccc(Nc2cnc3ccccc3c2)n1. Product: COc1cc(Nc2nccc(Nc3cnc4ccccc4c3)n2)cc(OC)c1. As a reaction SMILES: [CH3:19][O:20][c:21]1[cH:22][c:23]([NH2:24])[cH:25][c:26]([O:28][CH3:29])[cH:27]1.[CH3:30][S:31]([CH3:32])=[O:33].[Cl:1][c:2]1[n:3][cH:4][cH:5][c:6]([NH:8][c:9]2[cH:10][n:11][c:12]3[cH:13][cH:14][cH:15][cH:16][c:17]3[cH:18]2)[n:7]1>>[c:2]1([NH:24][c:23]2[cH:22][c:21]([O:20][CH3:19])[cH:27][c:26]([O:28][CH3:29])[cH:25]2)[n:3][cH:4][cH:5][c:6]([NH:8][c:9]2[cH:10][n:11][c:12]3[cH:13][cH:14][cH:15][cH:16][c:17]3[cH:18]2)[n:7]1. The reactants are NC1=NNC=N1 (3-amino-1,2,4-triazole), CN(C=CC(=O)C=1C=NC=CC1)C (3-dimethylamino-1-(3-pyridyl)-2-propene-1-one), crystals. Solvent: C(C)(=O)O (acetic acid). The product is N1=CC(=CC=C1)C1=CC=NC=2N1N=CN2 (7-(3-Pyridyl)[1,2,4]triazolo[1,5-a]pyrimidine). Reaction SMILES: [NH2:1][C:2]1[N:6]=[CH:5][NH:4][N:3]=1.CN(C)[CH:9]=[CH:10][C:11]([C:13]1[CH:14]=[N:15][CH:16]=[CH:17][CH:18]=1)=O>C(O)(=O)C>[N:15]1[CH:16]=[CH:17][CH:18]=[C:13]([C:11]2[N:3]3[N:4]=[CH:5][N:6]=[C:2]3[N:1]=[CH:9][CH:10]=2)[CH:14]=1. Procedure: A mixture of 2.54 g of 3-amino-1,2,4-triazole, 5.29 g of 3-dimethylamino-1-(3-pyridyl)-2-propene-1-one and 25 ml of glacial acetic acid was heated under reflux for 6 hours. The solvent was removed in vacuo and the solid residue was partitioned between a saturated aqueous sodium bicarbonate solution and dichloromethane. The organic layer was separated and dried over powdered anhydrous sodium sulfate. This solution was passed through a short column of a hydrous magnesium silicate and the effluent ... Starting materials: ClC1=NC(=CC=C1[N+](=O)[O-])Cl (2,6-dichloro-3-nitropyridine), C(C)N(C(C)C)C(C)C (ethyl diisopropylamine), NC1=CC=C(C=C1)C1(CCC1)NC(OC(C)(C)C)=O (tert-butyl [1-(4-aminophenyl)cyclobutyl]carbamate). The solvent is C1CCOC1 (THF), C(C)(=O)OCC (ethyl acetate), O (water). Conditions: temperature 25 celsius, time 24 hour. Yields the product ClC1=CC=C(C(=N1)NC1=CC=C(C=C1)C1(CCC1)NC(OC(C)(C)C)=O)[N+](=O)[O-] (tert-butyl (1-{4-[(6-chloro-3-nitropyridin-2-yl)amino]phenyl}cyclobutyl)carbamate). Yield: 75.9%. As a reaction SMILES: Cl[C:2]1[C:7]([N+:8]([O-:10])=[O:9])=[CH:6][CH:5]=[C:4]([Cl:11])[N:3]=1.C(N(C(C)C)C(C)C)C.[NH2:21][C:22]1[CH:27]=[CH:26][C:25]([C:28]2([NH:32][C:33](=[O:39])[O:34][C:35]([CH3:38])([CH3:37])[CH3:36])[CH2:31][CH2:30][CH2:29]2)=[CH:24][CH:23]=1>C1COCC1.C(OCC)(=O)C.O>[Cl:11][C:4]1[N:3]=[C:2]([NH:21][C:22]2[CH:27]=[CH:26][C:25]([C:28]3([NH:32][C:33](=[O:39])[O:34][C:35]([CH3:37])([CH3:36])[CH3:38])[CH2:29][CH2:30][CH2:31]3)=[CH:24][CH:23]=2)[C:7]([N+:8]([O-:10])=[O:9])=[CH:6][CH:5]=1. Reported procedure: To a solution of 2,6-dichloro-3-nitropyridine (54 g) in THF (1200 mL), were added ethyl diisopropylamine (1.05 eq.) and tert-butyl [1-(4-aminophenyl)cyclobutyl]carbamate (74 g) at −14° C. and the mixture was warmed up to 25° C. The mixture was stirred for 24 h and diluted with ethyl acetate (1 L) and water (750 mL). The separated organic phase was washed with brine and dried over anhydrous Na2SO4. The solvent was removed and the residue was solidified with ethyl acetate/hexane (1:1) to give tert... Starting materials: [OH-].[Na+] (NaOH), C1[C@H](O1)CCl (S-epichlorohydrin), FC(CCCSCCO)(C(F)(F)F)F (2-(4,4,5,5,5-pentafluoropentylthio)ethan-1-ol). The reagents and catalysts are S(=O)(=O)(O)[O-].C(C)(C)(C)[NH3+] (t-butylammonium hydrogen sulfate). Conditions: temperature 0 celsius. The product is O1C(C1)COCCSCCCC(C(F)(F)F)(F)F (1-((2-oxiranyl)methoxy)-2-(4,4,5,5,5-pentafluoropentylthio)ethane). The yield is 62.7%. RXN SMILES: [OH-].[Na+].[CH2:3]1[O:5][C@@H:4]1[CH2:6]Cl.[F:8][C:9]([F:21])([C:17]([F:20])([F:19])[F:18])[CH2:10][CH2:11][CH2:12][S:13][CH2:14][CH2:15][OH:16]>S([O-])(O)(=O)=O.C([NH3+])(C)(C)C>[O:5]1[CH2:3][CH:4]1[CH2:6][O:16][CH2:15][CH2:14][S:13][CH2:12][CH2:11][CH2:10][C:9]([F:21])([F:8])[C:17]([F:18])([F:19])[F:20] |f:0.1,4.5|. Procedure details: A mixture of 50% acqueous NaOH (1.85 ml), S-epichlorohydrin (1.142 g, 12.34 mmole) and t-butylammonium hydrogen sulfate (24 mg) was vigorously stirred at 0° C., for half an hour and allowed to reach room temperature. To this mixture was added 2-(4,4,5,5,5-pentafluoropentylthio)ethan-1-ol (735 mg, 3.08 mmole) at room temperature. The reaction mixture was stirred for 18 hours and quenched with water. The aqueous phase was extracted with ethyl acetate. Then, the organic layer was washed with water ...